Task: describe an organic reaction: reactants, conditions, products, and yield. Dataset: the Open Reaction Database (ORD), a public repository of structured organic reaction records The reactants are O=CC(=O)OCc1ccccc1, ClCCl, CC(=O)O, [N-]=[N+]=NCC1NC(=O)C1NC(=O)OCc1ccccc1, [Zn]. Yields the product O=C(C=NCC1NC(=O)C1NC(=O)OCc1ccccc1)OCc1ccccc1. As a reaction SMILES: [C:21]([CH:22]=[O:23])(=[O:24])[O:25][CH2:26][c:27]1[cH:28][cH:29][cH:30][cH:31][cH:32]1.[CH2:37]([Cl:38])[Cl:39].[CH3:33][C:34](=[O:35])[OH:36].[N:1](=[N+:2]=[N-:3])[CH2:4][CH:5]1[NH:6][C:7](=[O:20])[CH:8]1[NH:9][C:10](=[O:11])[O:12][CH2:13][c:14]1[cH:15][cH:16][cH:17][cH:18][cH:19]1.[Zn:40]>>[N:1]([CH2:4][CH:5]1[NH:6][C:7](=[O:20])[CH:8]1[NH:9][C:10](=[O:11])[O:12][CH2:13][c:14]1[cH:15][cH:16][cH:17][cH:18][cH:19]1)=[CH:22][C:21](=[O:24])[O:25][CH2:26][c:27]1[cH:28][cH:29][cH:30][cH:31][cH:32]1. Reactants: C[Si](C)(C)[N-][Si](C)(C)C.[Li+] (lithium bis(trimethylsilyl)amide), COC1=CC=C(C=C1)S(=O)(=O)N1CC(OC(C1)\C=C\C)=O ((±)-(E)-4-(4-methoxybenzenesulfonyl)-6-propenylmorpholine-2-one), C[Si](C)(C)Cl (trimethylsilyl chloride). Conditions: time 15 minute. Yields the product COC1=CC=C(C=C1)S(=O)(=O)N1[C@H]([C@@H](C=CC1)C)C(=O)O ((±)-(2R*,3R*)-1-(4-methoxy-benzenesulfonyl)-3-methyl-1,2,3,6-tetrahydropyridine-2-carboxylic acid). Reaction SMILES: C[Si]([N-][Si](C)(C)C)(C)C.[Li+].[CH3:11][O:12][C:13]1[CH:18]=[CH:17][C:16]([S:19]([N:22]2[CH2:27][CH:26](/[CH:28]=[CH:29]/[CH3:30])[O:25][C:24](=[O:31])[CH2:23]2)(=[O:21])=[O:20])=[CH:15][CH:14]=1.C[Si](Cl)(C)C>>[CH3:11][O:12][C:13]1[CH:18]=[CH:17][C:16]([S:19]([N:22]2[CH2:27][CH:26]=[CH:28][C@@H:29]([CH3:30])[C@@H:23]2[C:24]([OH:25])=[O:31])(=[O:21])=[O:20])=[CH:15][CH:14]=1 |f:0.1|. Procedure: To a solution of lithium bis(trimethylsilyl)amide (2.67 mmol, 1.0 M in tetrahydrofuran) in tethydrofuran (5.0 ml) at −78° C. is added a solution of (±)-(E)-4-(4-methoxybenzenesulfonyl)-6-propenylmorpholine-2-one crude from the previous step. After 15 minutes, trimethylsilyl chloride (1.53 ml, 12.15 mmol) is added and the mixture warmed to room temperature. The solvent is removed (in vacuo) and replaced with toluene (10 ml). The resulting mixture is heated at 110° C. for 3 hours, cooled to room t... The reactants are C(=O)C1=C(C=C(C#N)C=C1)S(=O)(=O)C(C)C (4-formyl-3-[(1-methylethyl)sulfonyl]benzonitrile), FC(C=1C=C(C=CC1)NC(=O)N)(F)F (1-[3-(tri-fluoromethyl)phenyl]urea), C(CC(=O)C)(=O)OCC=C (allyl acetoacetate), P(=O)(OCC)(OCC)OCC (Triethyl phosphate), O=P12OP3(=O)OP(=O)(O1)OP(=O)(O2)O3 (diphosphorus pentoxide). Run in CC(C)(C)OC (MTBE). Conditions: temperature 90 celsius. Product: C(#N)C1=CC(=C(C=C1)C1NC(N(C(=C1C(=O)OCC=C)C)C1=CC(=CC=C1)C(F)(F)F)=O)S(=O)(=O)C(C)C (Allyl (rac)-4-{4-cyano-2-[(1-methylethyl)sulfonyl]phenyl}-6-methyl-2-oxo-1-[3-(trifluoromethyl)phenyl]-1,2,3,4-tetrahydropyrimidine-5-carboxylate). As a reaction SMILES: P(OCC)(OCC)(OCC)=O.O=P12OP3(OP(OP(O3)(O1)=O)(=O)O2)=O.[CH:26]([C:28]1[CH:35]=[CH:34][C:31]([C:32]#[N:33])=[CH:30][C:29]=1[S:36]([CH:39]([CH3:41])[CH3:40])(=[O:38])=[O:37])=O.[F:42][C:43]([F:55])([F:54])[C:44]1[CH:45]=[C:46]([NH:50][C:51]([NH2:53])=[O:52])[CH:47]=[CH:48][CH:49]=1.[C:56]([O:62][CH2:63][CH:64]=[CH2:65])(=[O:61])[CH2:57][C:58]([CH3:60])=O>CC(OC)(C)C>[C:32]([C:31]1[CH:34]=[CH:35][C:28]([CH:26]2[C:57]([C:56]([O:62][CH2:63][CH:64]=[CH2:65])=[O:61])=[C:58]([CH3:60])[N:50]([C:46]3[CH:47]=[CH:48][CH:49]=[C:44]([C:43]([F:54])([F:55])[F:42])[CH:45]=3)[C:51](=[O:52])[NH:53]2)=[C:29]([S:36]([CH:39]([CH3:41])[CH3:40])(=[O:38])=[O:37])[CH:30]=1)#[N:33]. Procedure details: The reaction was carried out under argon. Triethyl phosphate (1.049 g, 5.76 mmol) and diphosphorus pentoxide (0.454 g) were stirred at 40° C. overnight. The mixture was then diluted with MTBE (25 ml), and 4-formyl-3-[(1-methylethyl)sulfonyl]benzonitrile (0.759 g, 3.2 mmol), 1-[3-(tri-fluoromethyl)phenyl]urea (0.653 g, 3.2 mmol) and allyl acetoacetate (0.682 g, 4.8 mmol; 1.5 eq.) were added. The mixture was stirred under reflux for 6 h. The reaction mixture was then concentrated by distillative r... Starting materials: O.O.P(=O)([O-])(O)O.[Na+] (mono-sodium phosphate dihydrate), CCCCCCCC/C=C\CCCCCCCC(=O)OCC([C@@H]1[C@@H]([C@H](CO1)O)O)O (sorbitan monooleate), C(C(=C)C)(=O)O (methacrylic acid), C(C=CC(=O)N)C=CC(=O)N (methylene-bisacrylamide), azobisamidinopropane hydrochloride, phosphoric acid ester, C(CCCCCCCCCCCC)O (tridecanol), C(CCCCCCCC)C1=C(C=CC=C1)O (nonyl phenol), copolymer, CCCCCCCCCCCCCCCCCCCCCCCCCCCCCCCCCCOC(=O)C(=C)C (ceto stearyl methacrylate), C(C)(=O)[O-].C(C)(=O)[O-].C(C)(=O)[O-].C(C)(=O)[O-].C(C)(=O)[O-].NCCNCCN.[Na+].[Na+].[Na+].[Na+].[Na+] (penta sodium diethylenetriamine pentaacetate). The solvent is O (water). Yields the product C(C=C)(=O)O (acrylic acid), C(C=C)(=O)[O-].[NH4+] (ammonium acrylate). As a reaction SMILES: CCCCCCCCCCCCCCCCCCCCCCCCCCCCCCCCCC[O:35][C:36]([C:38](C)=[CH2:39])=[O:37].C(O)(=O)C(C)=C.CCCCCCCC/C=C\CCCCCCCC(OCC(O)[C@H]1OC[C@H](O)[C@H]1O)=O.C([O-])(=O)C.C([O-])(=O)C.C([O-])(=O)C.C([O-])(=O)C.C([O-])(=O)C.[NH2:97]CCNCCN.[Na+].[Na+].[Na+].[Na+].[Na+].O.O.P(O)(O)([O-])=O.[Na+].C(C=CC(N)=O)C=CC(N)=O.C(O)CCCCCCCCCCCC.C(C1C=CC=CC=1O)CCCCCCCC>O>[C:36]([OH:37])(=[O:35])[CH:38]=[CH2:39].[C:36]([O-:37])(=[O:35])[CH:38]=[CH2:39].[NH4+:97] |f:3.4.5.6.7.8.9.10.11.12.13,14.15.16.17,23.24|. Reported procedure: A blend of 25 mole % acrylic acid and 75 mole % ammonium acrylate was polymerised by the same general technique as in Example 1 except that the dispersion stabiliser mixture was formed of 75% by weight of a 2:1 molar copolymer of ceto stearyl methacrylate to methacrylic acid and 25% by weight sorbitan monooleate and the aqueous phase contained 0.4722 mole % of monomers based on weight of aqueous phase, 0.795×10-4 mole % of penta sodium diethylenetriamine pentaacetate based on weight of aqueous p... Yields the product BrC=1C(=CC2=C3N(C[C@H](OC31)C)C=C(C2=O)C(=O)OCC)F (Ethyl (R)-10-bromo-9-fluoro-2-methyl-7-oxo-2,3-dihydro-7H-pyrido[1,2,3-de][1,4]benzoxazine-6-carboxylate). Procedure details: [II; R=C2H5, R'=H, R"=CH3 ] was prepared by cyclization of the compound of part (c) above with potassium carbonate according to the procedure of Example 1(c). The crude product was used directly in the next reaction. RXN SMILES: [Br:1][C:2]1[C:21](F)=[CH:20][C:5]([C:6]([C:8](=[CH:14][NH:15][C@H:16](C)[CH2:17][OH:18])[C:9]([O:11][CH2:12][CH3:13])=[O:10])=[O:7])=[C:4](F)[C:3]=1[F:24].[C:25](=O)([O-])[O-].[K+].[K+]>>[Br:1][C:2]1[C:3]([F:24])=[CH:4][C:5]2[C:6](=[O:7])[C:8]([C:9]([O:11][CH2:12][CH3:13])=[O:10])=[CH:14][N:15]3[CH2:16][C@@H:17]([CH3:25])[O:18][C:21]=1[C:20]=23 |f:1.2.3|. The reactants are II, crude product, BrC1=C(C(=C(C(=O)C(C(=O)OCC)=CN[C@@H](CO)C)C=C1F)F)F (Ethyl (R)-2-(4-bromo-2,3,5-trifluorobenzoyl)-N-(1-hydroxy-2-propyl)-3-aminopropenoate), C([O-])([O-])=O.[K+].[K+] (potassium carbonate). Procedure details: The product from Example 5 (4.90 g) was hydrogenated with 2.45 g 20% Pd/C in 200 ml methanol at 3 atm, affording 3.17 g of the desired product, mp: 208°-209° C. NMR (d6DMSO/D2O) δ2.83 (m, 2H), 3.14-3.29 (m, 3H), 3.46 (dd, 1H), 3.55 (dd, 1H), 3.80 (s, 3H), 3.95 (m, 1H), 6.85 (d, 2H), 7.25 (t, 1H). Solvent: CO (methanol). Reagents/catalysts: [Pd] (Pd/C). As a reaction SMILES: [ClH:1].C([N:9]1[CH2:13][CH:12]2[CH:14]([O:21][CH3:22])[C:15]3[CH:16]=[CH:17][CH:18]=[CH:19][C:20]=3[CH:11]2[CH2:10]1)C1C=CC=CC=1>CO.[Pd]>[ClH:1].[CH3:22][O:21][CH:14]1[CH:12]2[CH:11]([CH2:10][NH:9][CH2:13]2)[C:20]2[CH:19]=[CH:18][CH:17]=[CH:16][C:15]1=2 |f:0.1,4.5|. Isolated yield 90.5%. Starting materials: Cl.C(C1=CC=CC=C1)N1CC2C(C1)C(C=1C=CC=CC12)OC (2-Benzyl-8-methoxy-1,2,3,3a,8,8a-hexahydroindeno[1,2-c]pyrrole hydrochloride). Product: Cl.COC1C=2C=CC=CC2C2CNCC21 (8-Methoxy-1,2,3,3a,8,8a-hexahydro-indeno-(1,2-c]pyrrole hydrochloride).